Task: describe an organic reaction: reactants, conditions, products, and yield. Dataset: the Open Reaction Database (ORD), a public repository of structured organic reaction records Reactants: C(C)(=O)OCC (Ethyl acetate), O (water), COC(COC1=C2C(=C(N(C2=CC=C1)CC1=CC=CC=C1)C)CC(=O)N)=O (2-[[3-(2-amino-2-oxoethyl)-2-methyl-1-(phenylmethyl)-1H-indol-4-yl]oxy]acetic acid methyl ester), NN (hydrazine). The solvent is C(C)O (ethanol), C(C)O (ethanol). Yields the product N(N)C(COC1=C2C(=C(N(C2=CC=C1)CC1=CC=CC=C1)C)CC(=O)N)=O (4-(2-hydrazino-2-oxoethoxy)-2-methyl-1-(phenylmethyl)-1H-indole-3-acetamide). The yield is 91.0%. RXN SMILES: CO[C:3](=[O:27])[CH2:4][O:5][C:6]1[CH:14]=[CH:13][CH:12]=[C:11]2[C:7]=1[C:8]([CH2:23][C:24]([NH2:26])=[O:25])=[C:9]([CH3:22])[N:10]2[CH2:15][C:16]1[CH:21]=[CH:20][CH:19]=[CH:18][CH:17]=1.[NH2:28][NH2:29].C(OCC)(=O)C.O>C(O)C>[NH:28]([C:3](=[O:27])[CH2:4][O:5][C:6]1[CH:14]=[CH:13][CH:12]=[C:11]2[C:7]=1[C:8]([CH2:23][C:24]([NH2:26])=[O:25])=[C:9]([CH3:22])[N:10]2[CH2:15][C:16]1[CH:21]=[CH:20][CH:19]=[CH:18][CH:17]=1)[NH2:29]. Procedure details: A mixture of 484 mg (1.3 mmol) of 2-[[3-(2-amino-2-oxoethyl)-2-methyl-1-(phenylmethyl)-1H-indol-4-yl]oxy]acetic acid methyl ester (Example 39) and 2 mL of hydrazine in 10 mL of ethanol was heated to maintain reflux for 16 hours, 10 mL of ethanol added, heated an additional 4 hours and cooled. Ethyl acetate and water were added and the insoluble material filtered. The ethyl acetate solution was separated, washed with brine, dried (MgSO4) and concentrated. The residue was combined with he precipit... The reactants are O=C1CCCC(=O)O1, C=CCN, ClC(Cl)Cl. Product: C=CCNC(=O)CCCC(=O)O. RXN SMILES: [C:1]1(=[O:8])[CH2:2][CH2:3][CH2:4][C:5](=[O:6])[O:7]1.[CH2:9]([CH:10]=[CH2:11])[NH2:12].[CH:13]([Cl:14])([Cl:15])[Cl:16]>>[C:1]([CH2:2][CH2:3][CH2:4][C:5](=[O:6])[NH:12][CH2:9][CH:10]=[CH2:11])([OH:7])=[O:8]. Isolated yield 68.3%. Yields the product C(C)OC(C(C1=C(C2=CC=CC(=C2C=C1C)OC)C1=CC=C(C=C1)Cl)OC(C)(C)C)=O (tert-butoxy-[1-(4-chloro-phenyl)-5-methoxy-3-methyl-naphthalen-2-yl]-acetic acid ethyl ester). Run at time 2 hour. Procedure: A solution of [1-(4-chloro-phenyl)-5-methoxy-3-methyl-naphthalen-2-yl]-hydroxy-acetic acid ethyl ester (23 mg) and perchloric acid, 70% (3 μL) in tert-butyl acetate (1 mL) was stirred at room temperature for 2 h. After 2 h, the reaction had apparently stalled, so 3 μL additional perchloric acid was added. After 2 additional hours, no further conversion was observed (LCMS analysis). Saturated sodium bicarbonate solution was added and the mixture was extracted with ethyl acetate (3×). The combined... Solvent: C(C)(=O)OC(C)(C)C (tert-butyl acetate). The reactants are C([O-])(O)=O.[Na+] (sodium bicarbonate), C(C)OC(C(O)C1=C(C2=CC=CC(=C2C=C1C)OC)C1=CC=C(C=C1)Cl)=O ([1-(4-chloro-phenyl)-5-methoxy-3-methyl-naphthalen-2-yl]-hydroxy-acetic acid ethyl ester), Cl(=O)(=O)(=O)O (perchloric acid), Cl(=O)(=O)(=O)O (perchloric acid). Reaction SMILES: [CH2:1]([O:3][C:4](=[O:27])[CH:5]([C:7]1[C:16]([CH3:17])=[CH:15][C:14]2[C:9](=[CH:10][CH:11]=[CH:12][C:13]=2[O:18][CH3:19])[C:8]=1[C:20]1[CH:25]=[CH:24][C:23]([Cl:26])=[CH:22][CH:21]=1)[OH:6])[CH3:2].Cl(O)(=O)(=O)=O.C(=O)(O)[O-].[Na+]>C(OC(C)(C)C)(=O)C>[CH2:1]([O:3][C:4](=[O:27])[CH:5]([O:6][C:7]([CH3:16])([CH3:8])[CH3:5])[C:7]1[C:16]([CH3:17])=[CH:15][C:14]2[C:9](=[CH:10][CH:11]=[CH:12][C:13]=2[O:18][CH3:19])[C:8]=1[C:20]1[CH:21]=[CH:22][C:23]([Cl:26])=[CH:24][CH:25]=1)[CH3:2] |f:2.3|. Reaction SMILES: [NH2:1][CH:2]([C:26]([OH:28])=[O:27])[CH2:3][CH2:4][CH2:5][C:6]([NH:8][CH:9]1[C:24](=[O:25])[N:11]2[C:12]([C:21]([OH:23])=[O:22])=[C:13]([CH2:16][O:17][C:18](=[O:20])[NH2:19])[CH2:14][S:15][C@H:10]12)=[O:7].[Cl:29][CH2:30][C:31](Cl)=[O:32].[OH-].[Na+].S(=O)(=O)(O)O>B([O-])([O-])[O-].[Na+].[Na+].[Na+].C(OCC)(=O)C.C(O)C>[Cl:29][CH2:30][C:31]([NH:1][CH:2]([C:26]([OH:28])=[O:27])[CH2:3][CH2:4][CH2:5][C:6]([NH:8][CH:9]1[C:24](=[O:25])[N:11]2[C:12]([C:21]([OH:23])=[O:22])=[C:13]([CH2:16][O:17][C:18](=[O:20])[NH2:19])[CH2:14][S:15][C@H:10]12)=[O:7])=[O:32] |f:2.3,5.6.7.8,9.10|. Product: ClCC(=O)NC(CCCC(=O)NC1[C@@H]2N(C(=C(CS2)COC(N)=O)C(=O)O)C1=O)C(=O)O (7-(5-(chloroacetamido)-5-carboxyvaleramido)-3-carbamoyloxymethyl-3-cephem-4-carboxylic acid). Reported procedure: Five hundred milligrams of 7-(5-amino-5-carboxyvaleramido)-3-carbamoyloxymethyl-3-cephem-4-carboxylic acid was dissolved in 10 milliliters of sodium borate buffer and 650 milligrams of chloroacetyl chloride was added at ~20° C., keeping the pH of 9.0-9.5 by addition of 40 percent sodium hydroxide solution. After addition of the chloroacetyl chloride was complete, the reaction mixture was stirred for thirty minutes. The pH was adjusted to about 6.5 by addition of 30 percent sulfuric acid; then 10... Starting materials: ClCC(=O)Cl (chloroacetyl chloride), NC(CCCC(=O)NC1[C@@H]2N(C(=C(CS2)COC(N)=O)C(=O)O)C1=O)C(=O)O (7-(5-amino-5-carboxyvaleramido)-3-carbamoyloxymethyl-3-cephem-4-carboxylic acid), ClCC(=O)Cl (chloroacetyl chloride), [OH-].[Na+] (sodium hydroxide), S(O)(O)(=O)=O (sulfuric acid). Solvent: C(C)(=O)OCC.C(C)O (ethyl acetate ethanol), B([O-])([O-])[O-].[Na+].[Na+].[Na+] (sodium borate). Reactants: [Br-], C1CCOC1, C[Mg+], COc1cn(-c2ccc(N3CCOCC3)c(F)c2F)nc(C(=O)N(C)OC)c1=O. The product is COc1cn(-c2ccc(N3CCOCC3)c(F)c2F)nc(C(C)=O)c1=O. Reaction SMILES: [Br-:30].[CH2:33]1[O:34][CH2:35][CH2:36][CH2:37]1.[CH3:31][Mg+:32].[F:1][c:2]1[c:3](-[n:15]2[n:16][c:17]([C:24](=[O:25])[N:26]([O:27][CH3:28])[CH3:29])[c:18](=[O:23])[c:19]([O:21][CH3:22])[cH:20]2)[cH:4][cH:5][c:6]([N:9]2[CH2:10][CH2:11][O:12][CH2:13][CH2:14]2)[c:7]1[F:8]>>[F:1][c:2]1[c:3](-[n:15]2[n:16][c:17]([C:24](=[O:25])[CH3:31])[c:18](=[O:23])[c:19]([O:21][CH3:22])[cH:20]2)[cH:4][cH:5][c:6]([N:9]2[CH2:10][CH2:11][O:12][CH2:13][CH2:14]2)[c:7]1[F:8]. Starting materials: Cl (hydrochloric acid), C(C)OCC (ethyl ether), Cl.C(=O)(O)CCCCCC1=CC=CC=2N1C=NC2 (5-(5-carboxypentyl)imidazo[1,5-a]pyridine hydrochloride). Solvent: C(C)#N (acetonitrile). Product: C(=O)(O)CCCCCC1=CC=CC=2N1C=NC2 (5-(5-carboxypentyl)-imidazo[1,5-a]pyridine). Reaction SMILES: Cl.C(OCC)C.Cl.[C:8]([CH2:11][CH2:12][CH2:13][CH2:14][CH2:15][C:16]1[N:21]2[CH:22]=[N:23][CH:24]=[C:20]2[CH:19]=[CH:18][CH:17]=1)([OH:10])=[O:9]>C(#N)C>[C:8]([CH2:11][CH2:12][CH2:13][CH2:14][CH2:15][C:16]1[N:21]2[CH:22]=[N:23][CH:24]=[C:20]2[CH:19]=[CH:18][CH:17]=1)([OH:10])=[O:9] |f:2.3|. Procedure details: The residue is partitioned between water and methylene chloride after pH is adjusted to 10. The aqueous solution is further washed with chloroform, acidified to pH 1 and again washed with ether and toluene. After pH is adjusted to 5.5, extraction with chloroform gives crude 5-(5-carboxypentyl)imidazo-[1,5-a]pyridine. A solution of the acid in 30 ml of acetonitrile is treated with 5 N ethanolic hydrochloric acid. After addition of 25 ml of ethyl ether, 5-(5-carboxypentyl)imidazo[1,5-a]pyridine hy... Starting materials: O=C([O-])[O-], C#CCBr, CC(C)=O, [K+], [K+], CC(C)(C)OC(=O)N1CCC(c2ccc(O)cc2)C(O)C1. Yields the product C#CCOc1ccc(C2CCN(C(=O)OC(C)(C)C)CC2O)cc1. As a reaction SMILES: [C:26](=[O:27])([O-:28])[O-:29].[CH2:22]([C:23]#[CH:24])[Br:25].[CH3:32][C:33](=[O:34])[CH3:35].[K+:30].[K+:31].[OH:1][CH:2]1[CH2:3][N:4]([C:15](=[O:16])[O:17][C:18]([CH3:19])([CH3:20])[CH3:21])[CH2:5][CH2:6][CH:7]1[c:8]1[cH:9][cH:10][c:11]([OH:14])[cH:12][cH:13]1>>[OH:1][CH:2]1[CH2:3][N:4]([C:15](=[O:16])[O:17][C:18]([CH3:19])([CH3:20])[CH3:21])[CH2:5][CH2:6][CH:7]1[c:8]1[cH:9][cH:10][c:11]([O:14][CH2:24][C:23]#[CH:22])[cH:12][cH:13]1. The reactants are COc1ccc(S(=O)(=O)N2C(=O)C(c3cc(C)ccc3OC)(N3CC(O)CC3C(=O)N3CC(N(C(=O)[O-])C(C)(C)C)C3)c3cc(Cl)ccc32)c(OC(F)(F)F)c1, Cl, [Na+], O=C([O-])O. Product: COc1ccc(S(=O)(=O)N2C(=O)C(c3cc(C)ccc3OC)(N3CC(O)CC3C(=O)N3CC(N)C3)c3cc(Cl)ccc32)c(OC(F)(F)F)c1. As a reaction SMILES: [C:2]([N:6]([C:3](=[O:4])[O-:5])[CH:10]1[CH2:11][N:12]([C:14]([CH:15]2[N:16]([C:21]3([c:48]4[c:49]([O:55][CH3:56])[cH:50][cH:51][c:52]([CH3:54])[cH:53]4)[C:22](=[O:47])[N:23]([S:31](=[O:32])(=[O:33])[c:34]4[c:35]([O:42][C:43]([F:44])([F:45])[F:46])[cH:36][c:37]([O:40][CH3:41])[cH:38][cH:39]4)[c:24]4[cH:25][cH:26][c:27]([Cl:30])[cH:28][c:29]43)[CH2:17][CH:18]([OH:20])[CH2:19]2)=[O:57])[CH2:13]1)([CH3:7])([CH3:8])[CH3:9].[ClH:1].[Na+:62].[O-:58][C:59]([OH:60])=[O:61]>>[NH2:6][CH:10]1[CH2:11][N:12]([C:14]([CH:15]2[N:16]([C:21]3([c:48]4[c:49]([O:55][CH3:56])[cH:50][cH:51][c:52]([CH3:54])[cH:53]4)[C:22](=[O:47])[N:23]([S:31](=[O:32])(=[O:33])[c:34]4[c:35]([O:42][C:43]([F:44])([F:45])[F:46])[cH:36][c:37]([O:40][CH3:41])[cH:38][cH:39]4)[c:24]4[cH:25][cH:26][c:27]([Cl:30])[cH:28][c:29]43)[CH2:17][CH:18]([OH:20])[CH2:19]2)=[O:57])[CH2:13]1. The reactants are CN1CC(C[C@@H]2C=3C=CC=C4NC=C(C[C@@H]12)C34)C(=O)OC (6-methyl-8-carbomethoxyergoline), [OH-].[NH4+] (ammonium hydroxide), FC(C(=O)O)(F)F (trifluoroacetic acid), [BH4-].[Na+] (sodium borohydride). Product: CN1CC(C[C@@H]2C=3C=CC=C4NCC(C[C@@H]12)C34)C(=O)OC (2,3-Dihydro-6-methyl-8-methoxycarbonylergoline). Reaction SMILES: [CH3:1][N:2]1[C@H:16]2[C@@H:6]([C:7]3[CH:8]=[CH:9][CH:10]=[C:11]4[C:17]=3[C:14]([CH2:15]2)=[CH:13][NH:12]4)[CH2:5][CH:4]([C:18]([O:20][CH3:21])=[O:19])[CH2:3]1.FC(F)(F)C(O)=O.[BH4-].[Na+].[OH-].[NH4+]>>[CH3:1][N:2]1[C@H:16]2[C@@H:6]([C:7]3[CH:8]=[CH:9][CH:10]=[C:11]4[C:17]=3[CH:14]([CH2:15]2)[CH2:13][NH:12]4)[CH2:5][CH:4]([C:18]([O:20][CH3:21])=[O:19])[CH2:3]1 |f:2.3,4.5|. Reported procedure: A solution of 0.7 g. of 6-methyl-8-carbomethoxyergoline in 50 ml. of trifluoroacetic acid was stirred and cooled to 5° c. in an ice-water bath. To the cold reaction mixture was added 1 g. of sodium borohydride in equal portions over about 1/2 hour. The reaction mixture was added 50 g. of ice and ammonium hydroxide was added to adjust the pH to 11. The aqueous alkaline reaction mixture was extracted with ethyl acetate, and the combined organic extracts were washed with water, dried, and the solve...